describe an organic reaction: reactants, conditions, products, and yield From a dataset of the Open Reaction Database (ORD), a public repository of structured organic reaction records. Reported procedure: Synthesized from 5-methoxy-2-(6-methoxy-3,4-dihydronaphthalen-2-yl)phenylamine (150 mg) and 1-[2-(4-bromophenoxy)ethyl]piperidine (155 mg) according to an analogous synthetic method to Example 116, the title compound (220 mg) was obtained. As a reaction SMILES: [CH3:1][O:2][C:3]1[CH:4]=[CH:5][C:6]([C:10]2[CH2:19][CH2:18][C:17]3[C:12](=[CH:13][CH:14]=[C:15]([O:20][CH3:21])[CH:16]=3)[CH:11]=2)=[C:7]([NH2:9])[CH:8]=1.Br[C:23]1[CH:37]=[CH:36][C:26]([O:27][CH2:28][CH2:29][N:30]2[CH2:35][CH2:34][CH2:33][CH2:32][CH2:31]2)=[CH:25][CH:24]=1>>[CH3:1][O:2][C:3]1[CH:4]=[CH:5][C:6]([C:10]2[CH2:19][CH2:18][C:17]3[C:12](=[CH:13][CH:14]=[C:15]([O:20][CH3:21])[CH:16]=3)[CH:11]=2)=[C:7]([NH:9][C:23]2[CH:24]=[CH:25][C:26]([O:27][CH2:28][CH2:29][N:30]3[CH2:31][CH2:32][CH2:33][CH2:34][CH2:35]3)=[CH:36][CH:37]=2)[CH:8]=1. Product: COC=1C=CC(=C(C1)NC1=CC=C(C=C1)OCCN1CCCCC1)C1=CC2=CC=C(C=C2CC1)OC ([5-Methoxy-2-(6-methoxy-3,4-dihydronaphthalen-2-yl)phenyl][4-(2-piperidin-1-ylethoxy)phenyl]amine). The yield is 85.1%. The reactants are COC=1C=CC(=C(C1)N)C1=CC2=CC=C(C=C2CC1)OC (5-methoxy-2-(6-methoxy-3,4-dihydronaphthalen-2-yl)phenylamine), BrC1=CC=C(OCCN2CCCCC2)C=C1 (1-[2-(4-bromophenoxy)ethyl]piperidine). Reactants: COC(=O)CCNC(=O)c1ccc(C(Cc2ccc(-n3cc(C(F)(F)F)cn3)cc2)CC(C)C)cc1, CO, [Na+], C1CCOC1, [OH-]. The product is CC(C)CC(Cc1ccc(-n2cc(C(F)(F)F)cn2)cc1)c1ccc(C(=O)NCCC(=O)O)cc1. Reaction SMILES: [CH3:1][CH:2]([CH2:3][CH:4]([CH2:5][c:6]1[cH:7][cH:8][c:9](-[n:12]2[n:13][cH:14][c:15]([C:17]([F:18])([F:19])[F:20])[cH:16]2)[cH:10][cH:11]1)[c:21]1[cH:22][cH:23][c:24]([C:25](=[O:26])[NH:27][CH2:28][CH2:29][C:30](=[O:31])[O:32][CH3:33])[cH:34][cH:35]1)[CH3:36].[CH3:44][OH:45].[Na+:43].[O:37]1[CH2:38][CH2:39][CH2:40][CH2:41]1.[OH-:42]>>[CH3:1][CH:2]([CH2:3][CH:4]([CH2:5][c:6]1[cH:7][cH:8][c:9](-[n:12]2[n:13][cH:14][c:15]([C:17]([F:18])([F:19])[F:20])[cH:16]2)[cH:10][cH:11]1)[c:21]1[cH:22][cH:23][c:24]([C:25](=[O:26])[NH:27][CH2:28][CH2:29][C:30](=[O:31])[OH:32])[cH:34][cH:35]1)[CH3:36]. RXN SMILES: [Cl:1][C:2]1[CH:11]=[C:10]2[C:5]([CH:6]=[CH:7][C:8](/[CH:12]=[CH:13]/[C:14]3[CH:15]=[C:16]([C@@H:20](O)[CH2:21][CH2:22][C:23]4[CH:32]=[CH:31][CH:30]=[CH:29][C:24]=4[C:25]([O:27][CH3:28])=[O:26])[CH:17]=[CH:18][CH:19]=3)=[N:9]2)=[CH:4][CH:3]=1.C(#N)C.[I-:37].[Na+].C[Si](C)(C)Cl>CO.C(Cl)Cl.O.C(OCC)(=O)C.C1COCC1>[Cl:1][C:2]1[CH:11]=[C:10]2[C:5]([CH:6]=[CH:7][C:8](/[CH:12]=[CH:13]/[C:14]3[CH:15]=[C:16]([C@@H:20]([I:37])[CH2:21][CH2:22][C:23]4[CH:32]=[CH:31][CH:30]=[CH:29][C:24]=4[C:25]([O:27][CH3:28])=[O:26])[CH:17]=[CH:18][CH:19]=3)=[N:9]2)=[CH:4][CH:3]=1 |f:2.3|. Yields the product ClC1=CC=C2C=CC(=NC2=C1)/C=C/C=1C=C(C=CC1)[C@H](CCC1=C(C(=O)OC)C=CC=C1)I (methyl 2-[(3S)-[3-[(2E)-(7-chloro quinolin-2-yl)ethenyl]phenyl]-3-iodopropyl]benzoate). Reported procedure: Adding anhydrous methyl 2-[(3S)-[3-[(2E)-(7-chloro quinolin-2-yl)ethenyl]phenyl]-3-hydroxypropyl]benzoate (1) solution in organic polar solvent such as acetonitrile, THF to a solution of sodium iodide at temperature of about 10° C. to about 25° C. followed by addition of trimethylchloro silane to the mass, raising the temperature to about 35° C. to about 55° C., maintaining the reaction mass at temperature of 35° C. to 55° C. for about 10 hrs to 24 hrs, isolation, slurring the wet cake with mixt... Starting materials: ClC1=CC=C2C=CC(=NC2=C1)/C=C/C=1C=C(C=CC1)[C@H](CCC1=C(C(=O)OC)C=CC=C1)O (methyl 2-[(3S)-[3-[(2E)-(7-chloro quinolin-2-yl)ethenyl]phenyl]-3-hydroxypropyl]benzoate), C(C)#N (acetonitrile), [I-].[Na+] (sodium iodide), C[Si](Cl)(C)C (trimethylchloro silane). The solvent is C1CCOC1 (THF), O (water), C(C)(=O)OCC (ethyl acetate), CO (methanol), C(Cl)Cl (methylene chloride). The reactants are C[Si](C)(C)[N-][Si](C)(C)C.[Li+] (lithium bis(trimethylsilyl)amide), COC(=O)C1CCOCC1 (tetrahydro-2H-pyrane-4-carboxylic acid methyl ester), [Cl-].[NH4+] (ammonium chloride), BrC=1C=CC(=NC1)F (5-bromo-2-fluoropyridine). Run in O1CCCC1 (tetrahydrofuran), O1CCCC1 (Tetrahydrofuran). The product is COC(=O)C1(CCOCC1)C1=NC=C(C=C1)Br (4-(5-bromopyridin-2-yl)tetrahydro-2H-pyrane-4-carboxylic acid methyl ester). The yield is 69.4%. Reaction SMILES: C[Si]([N-][Si](C)(C)C)(C)C.[Li+].[CH3:11][O:12][C:13]([CH:15]1[CH2:20][CH2:19][O:18][CH2:17][CH2:16]1)=[O:14].[Br:21][C:22]1[CH:23]=[CH:24][C:25](F)=[N:26][CH:27]=1.[Cl-].[NH4+]>O1CCCC1>[CH3:11][O:12][C:13]([C:15]1([C:25]2[CH:24]=[CH:23][C:22]([Br:21])=[CH:27][N:26]=2)[CH2:20][CH2:19][O:18][CH2:17][CH2:16]1)=[O:14] |f:0.1,4.5|. Procedure: 1.0 M Tetrahydrofuran solution (28 ml) of lithium bis(trimethylsilyl)amide was added dropwise to a solution of tetrahydro-2H-pyrane-4-carboxylic acid methyl ester (2.87 g) in tetrahydrofuran (40 ml) at −78° C., and the mixture was stirred at the same temperature for an hour. And then a solution of 5-bromo-2-fluoropyridine (3.5 g) was added dropwise, and the reaction mixture was stirred at room temperature for two hours. After completion of the reaction, a saturated aqueous solution of ammonium c... The reactants are ClC1=CC=C(C=C1)C (4-chlorotoluene), O1CCOCC1 (dioxane), CN(C)C1=C(C=CC=C1)C1=C(C=CC=C1)P(C1CCCCC1)C1CCCCC1 (2-(N,N-Dimethylamino)-2′-(dicyclohexylphosphino)biphenyl), B(O)O (boronic acid), P(=O)([O-])([O-])[O-].[K+].[K+].[K+] (potassium phosphate). The reagents and catalysts are CC(=O)[O-].CC(=O)[O-].[Pd+2] (Pd(OAc)2). Run at time 2 minute. The product is C(CCCCC)C1=CC=C(C=C1)OC (4-Hexylanisole). RXN SMILES: CN([C:4]1[CH:9]=[CH:8][CH:7]=[CH:6][C:5]=1[C:10]1[CH:15]=[CH:14][CH:13]=[CH:12][C:11]=1P(C1CCCCC1)C1CCCCC1)C.B(O)O.P([O-])([O-])([O-])=O.[K+].[K+].[K+].ClC1C=CC(C)=CC=1.[O:48]1CCOC[CH2:49]1>CC([O-])=O.CC([O-])=O.[Pd+2]>[CH2:5]([C:10]1[CH:15]=[CH:14][C:13]([O:48][CH3:49])=[CH:12][CH:11]=1)[CH2:4][CH2:9][CH2:8][CH2:7][CH3:6] |f:2.3.4.5,8.9.10|. Procedure: General procedure for K3PO4 promoted Suzuki coupling of aryl chlorides: An oven-dried resealable Schlenk tube was purged with argon and charged with Pd(OAc)2 (0.01 mmol, 0.5 mol %), ligand 2 (0.015 mmol, 0.75 mol %), the boronic acid (3.0 mmol), and potassium phosphate (4.0 mmol). The tube was purged with argon, and dioxane (6 mL) and 4-chlorotoluene (2.0 mmol) were added through a rubber septum. The septum was removed, the tube was sealed with a teflon screw cap and the mixture was stirred at r... Reported procedure: 23.3 kg (170.6 mol) of isopropyl chloroacetate are added to a solution at 50° C. of 40 kg (165.8 mol) of saccharin sodium dihydrate in 40 l of dimethylformamide. The mixture is heated to 120° C. and maintained for 3 hours at this temperature. The mixture is cooled and diluted with 240 l of water. Finally, the precipitate is centrifuged, washed with cold water and dried, 40.6 kg (86%) of a crystalline white solid, m.p. 112°-7° C. (118°-9° C. from isopropanol), being obtained. RXN SMILES: Cl[CH2:2][C:3]([O:5][CH:6]([CH3:8])[CH3:7])=[O:4].O.O.[Na].[S:12]1([C:23]2[C:18](=[CH:19][CH:20]=[CH:21][CH:22]=2)[C:16](=[O:17])[NH:15]1)(=[O:14])=[O:13]>CN(C)C=O.O>[O:17]=[C:16]1[C:18]2[CH:19]=[CH:20][CH:21]=[CH:22][C:23]=2[S:12](=[O:14])(=[O:13])[N:15]1[CH2:2][C:3]([O:5][CH:6]([CH3:8])[CH3:7])=[O:4] |f:1.2.3.4,^1:10|. The product is O=C1N(S(C2=C1C=CC=C2)(=O)=O)CC(=O)OC(C)C (isopropyl 3-oxo-1,2-benzoisothiazoline-2-acetate 1,1-dioxide). Reactants: ClCC(=O)OC(C)C (isopropyl chloroacetate), O.O.[Na].S1(=O)(=O)NC(=O)C2=CC=CC=C12 (saccharin sodium dihydrate). Yield: 86.4%. Reaction conditions: temperature 120 celsius. Solvent: CN(C=O)C (dimethylformamide), O (water). The reactants are CC=1OC2=C(C1C(C1=CC(=C(C(=C1)I)O)I)=O)C=CC=C2 (2-methyl-3-(3,5-diiodo-4-hydroxy-benzoyl)benzofuran), C(CCC)C=1OC2=C(C1C(C1=CC(=C(C(=C1)I)OCC(=O)O)I)=O)C=CC=C2 (2-n-butyl-3-(3,5-diiodo-4-carboxymethoxy-benzoyl)benzofuran). Yields the product CC=1OC2=C(C1CC1=CC(=C(C(=C1)I)OCC(=O)O)I)C=CC=C2 (2-methyl-3-(3,5-diiodo-4-carboxymethoxybenzyl)benzofuran). Reaction SMILES: CC1OC2C=CC=CC=2C=1C(=O)C1C=C(I)C(O)=C(I)C=1.[CH2:22]([C:26]1[O:27][C:28]2[CH:49]=[CH:48][CH:47]=[CH:46][C:29]=2[C:30]=1[C:31](=O)[C:32]1[CH:37]=[C:36]([I:38])[C:35]([O:39][CH2:40][C:41]([OH:43])=[O:42])=[C:34]([I:44])[CH:33]=1)CCC>>[CH3:22][C:26]1[O:27][C:28]2[CH:49]=[CH:48][CH:47]=[CH:46][C:29]=2[C:30]=1[CH2:31][C:32]1[CH:37]=[C:36]([I:38])[C:35]([O:39][CH2:40][C:41]([OH:43])=[O:42])=[C:34]([I:44])[CH:33]=1. Procedure: Steps 3 and 4 are performed in analogy with the steps 2 and 3 of the synthesis of (011) Step 5 is performed in analogy with the step 4 of the synthesis of (005). Reactants: N1C=CC2=CC(=CC=C12)C#N (1H-indole-5-carbonitrile), [H-].[Na+] (NaH), C(C)I (EtI). Solvent: CN(C)C=O (DMF). Conditions: time 8 hour. Yields the product C(C)N1C=CC2=CC(=CC=C12)C#N (1-ethyl-1H-indole-5-carbonitrile). The yield is 100.0%. RXN SMILES: [NH:1]1[C:9]2[C:4](=[CH:5][C:6]([C:10]#[N:11])=[CH:7][CH:8]=2)[CH:3]=[CH:2]1.[H-].[Na+].[CH2:14](I)[CH3:15]>CN(C=O)C>[CH2:14]([N:1]1[C:9]2[C:4](=[CH:5][C:6]([C:10]#[N:11])=[CH:7][CH:8]=2)[CH:3]=[CH:2]1)[CH3:15] |f:1.2|. Reported procedure: To a solution of 1H-indole-5-carbonitrile (2.0 g, 14.1 mmol) in DMF (30 mL) was added NaH (60% suspension in mineral oil, 0.81 g, 20.3 mmol, 1.4 eq) at 0° C. The mixture was stirred at 0° C. for 30 min before EtI (1.35 mL, 16.9 mmol, 1.2 eq) was added. The reaction was allowed to warm to room temperature and stirred overnight. The reaction was quenched with H2O then extracted by Et2O (3×40 mL). The combined organic layers were washed with H2O (50 mL) then dried over Na2SO4. The solvent was remov...